From a dataset of the Open Reaction Database (ORD), a public repository of structured organic reaction records. describe an organic reaction: reactants, conditions, products, and yield The reactants are CCCOc1ccc(CCl)cc1, CS(C)=O, CCN(C(C)C)C(C)C, [Cl-], [NH4+], CCOC(=O)C1CCNCC1. Yields the product CCCOc1ccc(CN2CCC(C(=O)OCC)CC2)cc1. RXN SMILES: [CH2:21]([CH2:22][CH3:23])[O:24][c:25]1[cH:26][cH:27][c:28]([CH2:31][Cl:32])[cH:29][cH:30]1.[CH3:35][S:36](=[O:37])[CH3:38].[CH:12]([N:13]([CH2:14][CH3:15])[CH:16]([CH3:17])[CH3:18])([CH3:19])[CH3:20].[Cl-:33].[NH4+:34].[NH:1]1[CH2:2][CH2:3][CH:4]([C:7](=[O:8])[O:9][CH2:10][CH3:11])[CH2:5][CH2:6]1>>[N:1]1([CH2:31][c:28]2[cH:27][cH:26][c:25]([O:24][CH2:21][CH2:22][CH3:23])[cH:30][cH:29]2)[CH2:2][CH2:3][CH:4]([C:7](=[O:8])[O:9][CH2:10][CH3:11])[CH2:5][CH2:6]1. Reactants: OC=1N=NC(=CC1)O (3,6-dihydroxypyridazine), BrCCCCBr (1,4-dibromobutane). Yields the product BrCCCCN1NC(C=CC1=O)=O (1-(4-Bromo-1-butyl)-1,2,3,6-tetrahydro-3,6-pyridazinedione). Reaction SMILES: [OH:1][C:2]1[N:3]=[N:4][C:5]([OH:8])=[CH:6][CH:7]=1.[Br:9][CH2:10][CH2:11][CH2:12][CH2:13]Br>>[Br:9][CH2:10][CH2:11][CH2:12][CH2:13][N:3]1[C:2](=[O:1])[CH:7]=[CH:6][C:5](=[O:8])[NH:4]1. Procedure: By the method of Example 1, 3,6-dihydroxypyridazine is reacted with 1,4-dibromobutane to yield the title product. The reactants are CN1Cc2c(Br)cccc2C1=O, O=[N+]([O-])O, O=S(=O)(O)O. Product: CN1Cc2c(Br)ccc([N+](=O)[O-])c2C1=O. As a reaction SMILES: [Br:1][c:2]1[c:3]2[c:7]([cH:8][cH:9][cH:10]1)[C:6](=[O:11])[N:5]([CH3:12])[CH2:4]2.[OH:13][N+:14]([O-:15])=[O:16].[S:17](=[O:18])(=[O:19])([OH:20])[OH:21]>>[Br:1][c:2]1[c:3]2[c:7]([c:8]([N+:14](=[O:13])[O-:15])[cH:9][cH:10]1)[C:6](=[O:11])[N:5]([CH3:12])[CH2:4]2. The reactants are O=C=O, CCO, Cc1c(F)cccc1NC(=O)CCl, O, O=[N+]([O-])O, O=S(=O)(O)O. The product is Cc1c(F)ccc([N+](=O)[O-])c1NC(=O)CCl. As a reaction SMILES: [C:18](=[O:19])=[O:20].[CH3:14][CH2:15][OH:16].[Cl:1][CH2:2][C:3](=[O:4])[NH:5][c:6]1[c:7]([CH3:13])[c:8]([F:12])[cH:9][cH:10][cH:11]1.[OH2:17].[OH:21][N+:22]([O-:23])=[O:24].[S:25](=[O:26])(=[O:27])([OH:28])[OH:29]>>[Cl:1][CH2:2][C:3](=[O:4])[NH:5][c:6]1[c:7]([CH3:13])[c:8]([F:12])[cH:9][cH:10][c:11]1[N+:22](=[O:21])[O-:23]. Reactants: S(=O)(=O)(C)OCCCCC1C(NC2=CC=CC=C12)=O (3-(4-mesyloxybutyl)-1,3-dihydro-2H-indol-2-one), N1=C(C=CC=C1)N1CCNCC1 (1-(pyridin-2-yl)-piperazine). The product is N1=C(C=CC=C1)N1CCN(CC1)CCCCC1C(NC2=CC=CC=C12)=O (3-[4-(4-Pyridin-2-yl-piperazine-1-yl)-butyl]-1,3-dihydro-2H-indol-2-one). Reaction SMILES: S(O[CH2:6][CH2:7][CH2:8][CH2:9][CH:10]1[C:18]2[C:13](=[CH:14][CH:15]=[CH:16][CH:17]=2)[NH:12][C:11]1=[O:19])(C)(=O)=O.[N:20]1[CH:25]=[CH:24][CH:23]=[CH:22][C:21]=1[N:26]1[CH2:31][CH2:30][NH:29][CH2:28][CH2:27]1>>[N:20]1[CH:25]=[CH:24][CH:23]=[CH:22][C:21]=1[N:26]1[CH2:27][CH2:28][N:29]([CH2:6][CH2:7][CH2:8][CH2:9][CH:10]2[C:18]3[C:13](=[CH:14][CH:15]=[CH:16][CH:17]=3)[NH:12][C:11]2=[O:19])[CH2:30][CH2:31]1. Procedure details: The title compound is prepared according to process B by applying processing method 1 starting from 3-(4-mesyloxybutyl)-1,3-dihydro-2H-indol-2-one and 1-(pyridin-2-yl)-piperazine.